Dataset: the Open Reaction Database (ORD), a public repository of structured organic reaction records. Task: describe an organic reaction: reactants, conditions, products, and yield The reactants are OC1=C(C(OC(=C1)C)=O)S (4-hydroxy-3-mercapto-6-methyl-2-pyrone), C(C1=CC=CC=C1)Cl (benzyl chloride), Cl (hydrochloric acid). The solvent is N1=CC=CC=C1 (pyridine). Reaction conditions: time 30 minute. Yields the product C(C1=CC=CC=C1)SC=1C(OC(=CC1O)C)=O (3-benzylthio-4hydroxy-6-methyl-2-pyrone). Reaction SMILES: [OH:1][C:2]1[CH:7]=[C:6]([CH3:8])[O:5][C:4](=[O:9])[C:3]=1[SH:10].[CH2:11](Cl)[C:12]1[CH:17]=[CH:16][CH:15]=[CH:14][CH:13]=1.Cl>N1C=CC=CC=1>[CH2:11]([S:10][C:3]1[C:4](=[O:9])[O:5][C:6]([CH3:8])=[CH:7][C:2]=1[OH:1])[C:12]1[CH:17]=[CH:16][CH:15]=[CH:14][CH:13]=1. Reported procedure: To a solution of 8.0 g. (0.051 mole) of 4-hydroxy-3-mercapto-6-methyl-2-pyrone in 38 ml. of pyridine was added 6.4 g. (0.051 mole) of benzyl chloride portionwise with stirring at room temperature. The reaction was slightly exothermic, the temperature rising from 23° to 30°C. The reaction mixture was stirred at room temperature for 30 minutes, and then heated on the steam bath for one hour at 90°-95°C. The reaction mixture was then cooled to room temperature and poured into a mixture of ice and 8... Reactants: C1(CCCCC1)N1C(=NC2=C1C=C(C=C2)OCCCCCC(=O)OC)C2=CC=CC=C2 (1-Cyclohexyl-6-[(5-(methoxycarbonyl)pentyl)oxy]-2-phenyl-benzimidazole), Cl.CNC (dimethylamine hydrochloride). Product: C1(CCCCC1)N1C(=NC2=C1C=C(C=C2)OCCCCCC(=O)N(C)C)C2=CC=CC=C2 (1-Cyclo-hexyl-6-[(5-((N,N-dimethylamino)carbonyl)pentyl)oxy]-2-phenyl-benzimidazole). As a reaction SMILES: [CH:1]1([N:7]2[C:11]3[CH:12]=[C:13]([O:16][CH2:17][CH2:18][CH2:19][CH2:20][CH2:21][C:22]([O:24]C)=O)[CH:14]=[CH:15][C:10]=3[N:9]=[C:8]2[C:26]2[CH:31]=[CH:30][CH:29]=[CH:28][CH:27]=2)[CH2:6][CH2:5][CH2:4][CH2:3][CH2:2]1.Cl.[CH3:33][NH:34][CH3:35]>>[CH:1]1([N:7]2[C:11]3[CH:12]=[C:13]([O:16][CH2:17][CH2:18][CH2:19][CH2:20][CH2:21][C:22]([N:34]([CH3:35])[CH3:33])=[O:24])[CH:14]=[CH:15][C:10]=3[N:9]=[C:8]2[C:26]2[CH:31]=[CH:30][CH:29]=[CH:28][CH:27]=2)[CH2:6][CH2:5][CH2:4][CH2:3][CH2:2]1 |f:1.2|. Reported procedure: 1-Cyclohexyl-6-[(5-(methoxycarbonyl)pentyl)oxy]-2-phenyl-benzimidazole is reacted according to general operating instructions 7 with dimethylamine hydrochloride. 1-Cyclo-hexyl-6-[(5-((N,N-dimethylamino)carbonyl)pentyl)oxy]-2-phenyl-benzimidazole is obtained as a solid. Starting materials: Cc1ccc2c(=O)cc(C)[nH]c2n1, O=P(Cl)(Cl)Cl. The product is Cc1ccc2c(Cl)cc(C)nc2n1. Reaction SMILES: [CH3:1][c:2]1[nH:3][c:4]2[n:5][c:6]([CH3:13])[cH:7][cH:8][c:9]2[c:10](=[O:12])[cH:11]1.[P:14]([Cl:15])([Cl:16])([Cl:17])=[O:18]>>[CH3:1][c:2]1[n:3][c:4]2[n:5][c:6]([CH3:13])[cH:7][cH:8][c:9]2[c:10]([Cl:16])[cH:11]1. Starting materials: O=C([O-])O, COc1ccc(COc2cncc3c2-c2nn(C)c4ccc(NCCN(C)C)c(c24)C3=O)cc1, ClCCl, [Na+]. Yields the product CN(C)CCNc1ccc2c3c(nn2C)-c2c(O)cncc2C(=O)c13. As a reaction SMILES: [C:35](=[O:36])([OH:37])[O-:38].[CH3:1][O:2][c:3]1[cH:4][cH:5][c:6]([CH2:7][O:8][c:9]2[cH:10][n:11][cH:12][c:13]3[c:31]2-[c:17]2[c:16]4[c:15]([c:23]([NH:24][CH2:25][CH2:26][N:27]([CH3:28])[CH3:29])[cH:22][cH:21][c:20]4[n:19]([CH3:30])[n:18]2)[C:14]3=[O:32])[cH:33][cH:34]1.[Cl:40][CH2:41][Cl:42].[Na+:39]>>[OH:8][c:9]1[cH:10][n:11][cH:12][c:13]2[c:31]1-[c:17]1[c:16]3[c:15]([c:23]([NH:24][CH2:25][CH2:26][N:27]([CH3:28])[CH3:29])[cH:22][cH:21][c:20]3[n:19]([CH3:30])[n:18]1)[C:14]2=[O:32]. The reactants are NCC1=NC=CC=C1 (2-aminomethylpyridine), ClC1=C2C(=NC=C1)C=C(S2)C(=O)[O-].[Li+] (lithium 7-chloro-thieno[3,2-b]pyridine-2-carboxylate). Yields the product N1=C(C=CC=C1)CNC(=O)C1=CC2=NC=CC(=C2S1)Cl (7-Chloro-thieno[3,2-b]pyridine-2-carboxylic acid (pyridin-2-ylmethyl)-amide). As a reaction SMILES: [NH2:1][CH2:2][C:3]1[CH:8]=[CH:7][CH:6]=[CH:5][N:4]=1.[Cl:9][C:10]1[CH:15]=[CH:14][N:13]=[C:12]2[CH:16]=[C:17]([C:19]([O-])=[O:20])[S:18][C:11]=12.[Li+]>>[N:4]1[CH:5]=[CH:6][CH:7]=[CH:8][C:3]=1[CH2:2][NH:1][C:19]([C:17]1[S:18][C:11]2[C:12](=[N:13][CH:14]=[CH:15][C:10]=2[Cl:9])[CH:16]=1)=[O:20] |f:1.2|. Procedure details: The title compound was prepared from 2-aminomethylpyridine and lithium 7-chloro-thieno[3,2-b]pyridine-2-carboxylate by a procedure analogous to Example 1B. MS: 304/306 (MH+); HPLC Rf: 4.36 min.; HPLC purity: 97%. As a reaction SMILES: [CH2:30]=[O:31].[Cl:1][c:2]1[c:3]([F:29])[c:4]([NH:8][c:9]2[n:10][cH:11][n:12][c:13]3[cH:14][c:15]([O:27][CH3:28])[c:16]([CH2:19][NH:20][C:21]([CH3:22])([C:23](=[O:24])[NH2:25])[CH3:26])[cH:17][c:18]23)[cH:5][cH:6][cH:7]1>>[Cl:1][c:2]1[c:3]([F:29])[c:4]([NH:8][c:9]2[n:10][cH:11][n:12][c:13]3[cH:14][c:15]([O:27][CH3:28])[c:16]([CH2:19][N:20]([C:21]([CH3:22])([C:23](=[O:24])[NH2:25])[CH3:26])[CH3:30])[cH:17][c:18]23)[cH:5][cH:6][cH:7]1. Yields the product COc1cc2ncnc(Nc3cccc(Cl)c3F)c2cc1CN(C)C(C)(C)C(N)=O. Starting materials: C=O, COc1cc2ncnc(Nc3cccc(Cl)c3F)c2cc1CNC(C)(C)C(N)=O. Product: ClC=1C=C(C=CC1)NC=1SC=CN1 (N-(3-chlorophenyl)thiazol-2-amine). Reactants: ClCC=O (chloro acetaldehyde), ClC=1C=C(C=CC1)NC(=S)N (1-(3-Chlorophenyl)thiourea). Yield: 81.0%. Run at temperature 60 celsius, time 16 hour. Solvent: C(C)O (ethanol). As a reaction SMILES: Cl[CH2:2][CH:3]=O.[Cl:5][C:6]1[CH:7]=[C:8]([NH:12][C:13]([NH2:15])=[S:14])[CH:9]=[CH:10][CH:11]=1>C(O)C>[Cl:5][C:6]1[CH:7]=[C:8]([NH:12][C:13]2[S:14][CH:2]=[CH:3][N:15]=2)[CH:9]=[CH:10][CH:11]=1. Procedure: Aqueous chloro acetaldehyde solution (15 mL) was added to a solution of 26A (15.5 g, 80 mmol) in ethanol (150 mL) and stirred at 60° C. for 16 h. The reaction mixture was concentrated in vacuo, and partitioned between ethyl acetate and water. The separated organic layer was washed with saturated NaCl, dried over sodium sulfate and filtered, and the filtrate was concentrated in vacuo. The crude product was purified by flash chromatography using 10% ethyl acetate in hexane to afford the title comp... Reactants: O (water), ClC1=C(C(=O)NC2=C(C=CC(=C2)O)F)C=CC=C1C1(CC1)C#N (2-chloro-3-(1-cyanocyclopropyl)-N-(2-fluoro-5-hydroxyphenyl)benzamide), ClC1=NC=C(C=C1)[N+](=O)[O-] (2-chloro-5-nitropyridine), C([O-])([O-])=O.[K+].[K+] (potassium carbonate). Run in CN(C=O)C (N,N-dimethylformamide). Conditions: time 8 hour. The product is ClC1=C(C(=O)NC2=C(C=CC(=C2)OC2=NC=C(C=C2)[N+](=O)[O-])F)C=CC=C1C1(CC1)C#N (2-chloro-3-(1-cyanocyclopropyl)-N-{2-fluoro-5-[(5-nitropyridin-2-yl)oxy]phenyl}benzamide). Yield: 74.0%. As a reaction SMILES: [Cl:1][C:2]1[C:18]([C:19]2([C:22]#[N:23])[CH2:21][CH2:20]2)=[CH:17][CH:16]=[CH:15][C:3]=1[C:4]([NH:6][C:7]1[CH:12]=[C:11]([OH:13])[CH:10]=[CH:9][C:8]=1[F:14])=[O:5].Cl[C:25]1[CH:30]=[CH:29][C:28]([N+:31]([O-:33])=[O:32])=[CH:27][N:26]=1.C(=O)([O-])[O-].[K+].[K+].O>CN(C)C=O>[Cl:1][C:2]1[C:18]([C:19]2([C:22]#[N:23])[CH2:21][CH2:20]2)=[CH:17][CH:16]=[CH:15][C:3]=1[C:4]([NH:6][C:7]1[CH:12]=[C:11]([O:13][C:25]2[CH:30]=[CH:29][C:28]([N+:31]([O-:33])=[O:32])=[CH:27][N:26]=2)[CH:10]=[CH:9][C:8]=1[F:14])=[O:5] |f:2.3.4|. Procedure: A mixture of 2-chloro-3-(1-cyanocyclopropyl)-N-(2-fluoro-5-hydroxyphenyl)benzamide (6.50 g, 19.7 mmol), 2-chloro-5-nitropyridine (3.17 g, 20 mmol) and potassium carbonate (2.76 g, 20 mmol) in N,N-dimethylformamide (20 mL) was stirred at room temperature overnight. The reaction mixture was poured into water (200 mL), and the mixture was extracted with ethyl acetate (100 mL×2). The ethyl acetate layers were combined, and dried over anhydrous sodium sulfate. The insoluble material was filtered off,...